From a dataset of the Open Reaction Database (ORD), a public repository of structured organic reaction records. describe an organic reaction: reactants, conditions, products, and yield The reactants are CO, CC(C)NC(=O)CNC(=O)c1cc(N2CCCN(C)CC2)ccc1[N+](=O)[O-]. Reaction SMILES: [CH3:28][OH:29].[CH:1]([CH3:2])([CH3:3])[NH:4][C:5](=[O:6])[CH2:7][NH:8][C:9]([c:10]1[c:11]([N+:24]([O-:25])=[O:26])[cH:12][cH:13][c:14]([N:16]2[CH2:17][CH2:18][N:19]([CH3:23])[CH2:20][CH2:21][CH2:22]2)[cH:15]1)=[O:27]>>[CH:1]([CH3:2])([CH3:3])[NH:4][C:5](=[O:6])[CH2:7][NH:8][C:9]([c:10]1[c:11]([NH2:24])[cH:12][cH:13][c:14]([N:16]2[CH2:17][CH2:18][N:19]([CH3:23])[CH2:20][CH2:21][CH2:22]2)[cH:15]1)=[O:27]. The product is CC(C)NC(=O)CNC(=O)c1cc(N2CCCN(C)CC2)ccc1N.